The task is: describe an organic reaction: reactants, conditions, products, and yield. This data is from the Open Reaction Database (ORD), a public repository of structured organic reaction records. Yields the product O=C(CCO)Nc1cc(F)ccc1F. Starting materials: O=C1CCO1, CC[Al+]CC, [Cl-], ClCCl, Cl, Nc1cc(F)ccc1F. Reaction SMILES: [C:16]1(=[O:20])[CH2:17][CH2:18][O:19]1.[CH2:2]([Al+:3][CH2:4][CH3:5])[CH3:6].[Cl-:1].[Cl:22][CH2:23][Cl:24].[ClH:21].[F:7][c:8]1[c:9]([NH2:10])[cH:11][c:12]([F:15])[cH:13][cH:14]1>>[F:7][c:8]1[c:9]([NH:10][C:18]([CH2:17][CH2:16][OH:20])=[O:19])[cH:11][c:12]([F:15])[cH:13][cH:14]1. Reactants: N1=C(C=CC=C1)C (2-picoline), [Li]CCCC (n-BuLi), C(CCC)(=O)OC (methyl butanoate). The solvent is C1CCOC1 (THF). Conditions: time 1 hour. Yields the product O=C(CC1=NC=CC=C1)CCC (2-(2-oxopentanyl)pyridine). Reaction SMILES: [N:1]1[CH:6]=[CH:5][CH:4]=[CH:3][C:2]=1[CH3:7].[Li]CCCC.[C:13](OC)(=[O:17])[CH2:14][CH2:15][CH3:16]>C1COCC1>[O:17]=[C:13]([CH2:14][CH2:15][CH3:16])[CH2:7][C:2]1[CH:3]=[CH:4][CH:5]=[CH:6][N:1]=1. Reported procedure: To a solution of 2-picoline (10 g) in THF (75 mL) was added n-BuLi (113 mmol) at −40° C. Further, methyl butanoate (15.8 mL) was added and the mixture was stirred for 1 hour, and the mixture quenched with water. The mixture was extracted with ethyl acetate. The solvent was evaporated under reduced pressure and the residue was purified by silica gel column chromatography (eluent:hexane-ethyl acetate (1:1)) to give 2-(2-oxopentanyl)pyridine (4.8 g) as a yellow oil. A solution of 2-bromo-3-cyanoben... Starting materials: C12C(CC(CC1)C2)C=O (Bicyclo[2.2.1]heptane-2-carbaldehyde), C(=C)(C)[Mg]Br (isopropenylmagnesium bromide), [Cl-].[NH4+] (ammonium chloride). RXN SMILES: [CH:1]12[CH2:7][CH:4]([CH2:5][CH2:6]1)[CH2:3][CH:2]2[CH:8]=[O:9].[C:10]([Mg]Br)([CH3:12])=[CH2:11].[Cl-].[NH4+]>C1COCC1>[CH:1]12[CH2:7][CH:4]([CH2:5][CH2:6]1)[CH2:3][CH:2]2[CH:8]([OH:9])[C:10]([CH3:12])=[CH2:11] |f:2.3|. Yields the product C12C(CC(CC1)C2)C(C(=C)C)O (1-(bicyclo[2.2.1]heptan-2-yl)-2-methylprop-2-en-1-ol). The solvent is C1CCOC1 (THF). Procedure: Bicyclo[2.2.1]heptane-2-carbaldehyde (47 g, 378 mmol) in THF (25 ml) was added dropwise to isopropenylmagnesium bromide (0.5 molar in THF, 860 ml, 430 mmol) at −78° C. (slurry at this temperature) under nitrogen over 2 hours. The reaction was slowly warmed up to room temperature and stirred over the week-end. After cooling into an ice-water bath, a saturated aqueous ammonium chloride solution (500 ml) was added (slowly early on) to the reaction. The phases were vigorously stirred and separated. ...